This data is from the Open Reaction Database (ORD), a public repository of structured organic reaction records. The task is: describe an organic reaction: reactants, conditions, products, and yield Starting materials: C=CCN1CC(c2ccccc2)=C(O)C1=O, CN(C)CCCl, CCOC(C)=O, Cl. Product: C=CCN1CC(c2ccccc2)=C(OCCN(C)C)C1=O. RXN SMILES: [CH2:1]([CH:2]=[CH2:3])[N:4]1[C:5](=[O:16])[C:6]([OH:15])=[C:7]([c:9]2[cH:10][cH:11][cH:12][cH:13][cH:14]2)[CH2:8]1.[CH3:17][N:18]([CH2:19][CH2:20][Cl:21])[CH3:22].[CH3:24][CH2:25][O:26][C:27](=[O:28])[CH3:29].[ClH:23]>>[CH2:1]([CH:2]=[CH2:3])[N:4]1[C:5](=[O:16])[C:6]([O:15][CH2:20][CH2:19][N:18]([CH3:17])[CH3:22])=[C:7]([c:9]2[cH:10][cH:11][cH:12][cH:13][cH:14]2)[CH2:8]1. Starting materials: C(C)(=O)OC(C1=CC(=C(C=C1)Br)F)OC(C)=O (4-bromo-3-fluorobenzylidene diacetate), C(C)O (ethanol), O (water), S(O)(O)(=O)=O (sulphuric acid). Solvent: CCOCC (ether). Product: BrC1=C(C=C(C=O)C=C1)F (4-Bromo-3-fluorobenzaldehyde), solid. RXN SMILES: C([O:4][CH:5](OC(=O)C)[C:6]1[CH:11]=[CH:10][C:9]([Br:12])=[C:8]([F:13])[CH:7]=1)(=O)C.C(O)C.O.S(=O)(=O)(O)O>CCOCC>[Br:12][C:9]1[CH:10]=[CH:11][C:6]([CH:5]=[O:4])=[CH:7][C:8]=1[F:13]. Reported procedure: A mixture of 4-bromo-3-fluorobenzylidene diacetate (15 g), ethanol (41 ml), water (41 ml) and concentrated sulphuric acid (4 ml) was heated to reflux for 3 hours. After cooling, ether (300 ml) was added and the aqueous layer separated. The organic phase was washed with saturated sodium carbonate and brine before drying over anhydrous magnesium sulphate and evaporation in vacuo. 4-Bromo-3-fluorobenzaldehyde was obtained as a solid (7.3 g). The reactants are CO (methanol), [BH4-].[Na+] (sodium borohydride), C(=O)C1=C(OC(C(=O)OC)C)C=C(C=C1)C (methyl 2-(2-formyl-5-methyl-phenoxy)propionate), CO (methanol), Cl (hydrochloric acid). The reagents and catalysts are C[O-].[Na+] (sodium methoxide). Run at time 2 hour. The product is OC1=C(OC(C(=O)OC)C)C=C(C=C1C)C (methyl 2-(2-hydroxy-methyl-5-methylphenoxy)propionate). RXN SMILES: C([C:3]1[CH:15]=[CH:14][C:13]([CH3:16])=[CH:12][C:4]=1[O:5][CH:6]([CH3:11])[C:7]([O:9][CH3:10])=[O:8])=O.[BH4-].[Na+].Cl.[CH3:20][OH:21]>C[O-].[Na+]>[OH:21][C:20]1[C:15]([CH3:3])=[CH:14][C:13]([CH3:16])=[CH:12][C:4]=1[O:5][CH:6]([CH3:11])[C:7]([O:9][CH3:10])=[O:8] |f:1.2,5.6|. Procedure: To a solution of 7.89 g (0.0355 mole) of methyl 2-(2-formyl-5-methyl-phenoxy)propionate in 20 mL of methanol, cooled to 5° C., was added a solution of 0.10 g (0.0018 mole) of sodium methoxide in 20 mL of methanol. While the temperature was maintained between 0° C. and 5° C., 0.36 g (0.0094 mole) of sodium borohydride was added to the reaction during a period of about 10 minutes. The reaction mixture was allowed to warm to ambient temperature, where it was stirred for two hours. At the end of thi... Reported procedure: The title compound was prepared by a method analogous to that described for Intermediate (6) using 4-trifluoromethyl-1H-pyrazole and 2-chloro-3-methyl-5-nitro-pyridine. 1H NMR (400 MHz, CDCl3, δ): 8.21 (s, 1H), 7.85 (s, 1H), 7.75 (d, J=2.4 Hz, 1H), 6.93 (d, J=2.4 Hz, 1H), 3.85 (s, 2H), 2.32 (s, 3H). Product: CC=1C=C(C=NC1N1N=CC(=C1)C(F)(F)F)N (5-methyl-6-(4-(trifluoromethyl)-1H-pyrazol-1-yl)pyridin-3-amine). Starting materials: Intermediate ( 6 ), FC(C=1C=NNC1)(F)F (4-trifluoromethyl-1H-pyrazole), ClC1=NC=C(C=C1C)[N+](=O)[O-] (2-chloro-3-methyl-5-nitro-pyridine). RXN SMILES: [F:1][C:2]([F:9])([F:8])[C:3]1[CH:4]=[N:5][NH:6][CH:7]=1.Cl[C:11]1[C:16]([CH3:17])=[CH:15][C:14]([N+:18]([O-])=O)=[CH:13][N:12]=1>>[CH3:17][C:16]1[CH:15]=[C:14]([NH2:18])[CH:13]=[N:12][C:11]=1[N:5]1[CH:4]=[C:3]([C:2]([F:9])([F:8])[F:1])[CH:7]=[N:6]1. The reactants are C1(=CC=CC=C1)P(=O)(C1=CC=CC=C1)Cl (diphenylphosphinyl chloride), [N-]=[N+]=[N-].[Na+] (sodium azide). The solvent is CC(=O)C (acetone). The product is P(=O)(C1=CC=CC=C1)(C1=CC=CC=C1)N=[N+]=[N-] ((C6H5)2P(O)N3). Reaction SMILES: [C:1]1([P:7](Cl)([C:9]2[CH:14]=[CH:13][CH:12]=[CH:11][CH:10]=2)=[O:8])[CH:6]=[CH:5][CH:4]=[CH:3][CH:2]=1.[N-:16]=[N+:17]=[N-:18].[Na+]>CC(C)=O>[P:7]([N:16]=[N+:17]=[N-:18])([C:9]1[CH:14]=[CH:13][CH:12]=[CH:11][CH:10]=1)([C:1]1[CH:6]=[CH:5][CH:4]=[CH:3][CH:2]=1)=[O:8] |f:1.2|. Reported procedure: Following the procedure of Baldwin and Washburn, J. Org. Chem., 30, 3860 (1965), 6.99 g (0.0297 mole) of diphenylphosphinyl chloride and 2.09 g (0.032 mole) of sodium azide were stirred in 40 ml of anhydrous acetone under a nitrogen atmosphere for 48 hours. The sodium chloride and unreacted sodium azide was removed by gravity filtration and the acetone solvent removed in vacuo. The crude diphenylphosphinic azide was analyzed for Cl content and in all cases only trace quantities (less than .1%) w... Yields the product Fc1cnc(NCC2CCNCC2)nc1. RXN SMILES: [CH3:26][OH:27].[F:1][c:2]1[cH:3][n:4][c:5]([NH:8][CH2:9][CH:10]2[CH2:11][CH2:12][N:13]([C:16]([O:17][CH2:18][c:19]3[cH:20][cH:21][cH:22][cH:23][cH:24]3)=[O:25])[CH2:14][CH2:15]2)[n:6][cH:7]1>>[F:1][c:2]1[cH:3][n:4][c:5]([NH:8][CH2:9][CH:10]2[CH2:11][CH2:12][NH:13][CH2:14][CH2:15]2)[n:6][cH:7]1. The reactants are CO, O=C(OCc1ccccc1)N1CCC(CNc2ncc(F)cn2)CC1. The solvent is C(C)(=O)O (acetic acid). Reactants: Cl (hydrochloric acid), ClC=1C(=C(C=C2C(C(=CN(C12)C1=NC(=C(C=C1F)F)NCC1=CC=C(C=C1)OC)C(=O)OCC)=O)F)F (ethyl 8-chloro-1-[3,5-difluoro-6-(p-methoxybenzylamino)pyridin-2-yl]-6,7-difluoro-4-oxo-1,4-dihydroquinoline-3-carboxylate). Product: NC1=C(C=C(C(=N1)N1C=C(C(C2=CC(=C(C(=C12)Cl)F)F)=O)C(=O)O)F)F (1-(6-amino-3,5-difluoropyridin-2-yl)-8-chloro-6,7-difluoro-4-oxo-1,4-dihydroquinoline-3-carboxylic acid). Reaction conditions: time 16 hour. Yield: 57.6%. Reaction SMILES: Cl.[Cl:2][C:3]1[C:4]([F:38])=[C:5]([F:37])[CH:6]=[C:7]2[C:12]=1[N:11]([C:13]1[C:18]([F:19])=[CH:17][C:16]([F:20])=[C:15]([NH:21]CC3C=CC(OC)=CC=3)[N:14]=1)[CH:10]=[C:9]([C:31]([O:33]CC)=[O:32])[C:8]2=[O:36]>C(O)(=O)C>[NH2:21][C:15]1[N:14]=[C:13]([N:11]2[C:12]3[C:7](=[CH:6][C:5]([F:37])=[C:4]([F:38])[C:3]=3[Cl:2])[C:8](=[O:36])[C:9]([C:31]([OH:33])=[O:32])=[CH:10]2)[C:18]([F:19])=[CH:17][C:16]=1[F:20]. Reported procedure: To a mixed solution of 6 ml of 4N hydrochloric acid and 6 ml of acetic acid was added 3.00 g of ethyl 8-chloro-1-[3,5-difluoro-6-(p-methoxybenzylamino)pyridin-2-yl]-6,7-difluoro-4-oxo-1,4-dihydroquinoline-3-carboxylate, and the mixture was heated under reflux with stirring for 16 hours. The solution was allowed to cool and stand, and the precipitate was collected by decantation, and washed by adding a small amount of distilled water, shaking, allowing to stand, and decanting. To the precipitate ... Starting materials: COc1ccc(CC(=O)O)cc1, Cc1ccc(CN)cc1. Reagents/catalysts: CN(C)C(=[N+](C)C)Cl.F[P-](F)(F)(F)(F)F (TCFH), CN1C=CN=C1 (NMI). The solvent is CN(C)C=O (DMF), CN(C)C=O (DMF), CN(C)C=O (DMF), CN(C)C=O (DMF), CN(C)C=O (DMF), CN(C)C=O (DMF). Run at temperature 25 celsius, time 2 hour. The product is COc1ccc(CC(=O)NCc2ccc(C)cc2)cc1. The yield is 0.2%. Reaction SMILES: Cc1ccc(CN)cc1.COc1ccc(CC(=O)O)cc1.CN(C)C(=[N+](C)C)Cl.F[P-](F)(F)(F)(F)F.CN1C=CN=C1.CN(C)C=O>>COc1ccc(CC(=O)NCc2ccc(C)cc2)cc1.